This data is from the Open Reaction Database (ORD), a public repository of structured organic reaction records. The task is: describe an organic reaction: reactants, conditions, products, and yield Reactants: C(#CCCCCCC)C=1C=C(C=NC1Cl)OC[C@@H]1N(CCC1)C(=O)OC(C)(C)C (5-(1-octynyl)-6-chloro-3-(1-BOC-2-(R)-pyrrolidinylmethoxy)pyridine), C=O (formalin), C(=O)(O)[O-].[Na+] (NaHCO3). Run in C(=O)O (formic acid). Reaction conditions: temperature 70 celsius. Yields the product Cl.Cl.C(#CCCCCCC)C=1C=C(C=NC1Cl)OC[C@@H]1N(CCC1)C (5-(1-octynyl)-6-chloro-3-(1-methyl-2-(R)-pyrrolidinylmethoxy)pyridine dihydrochloride). Isolated yield 64.0%. RXN SMILES: [C:1]([C:9]1[CH:10]=[C:11]([O:16][CH2:17][C@H:18]2[CH2:22][CH2:21][CH2:20][N:19]2[C:23](OC(C)(C)C)=O)[CH:12]=[N:13][C:14]=1[Cl:15])#[C:2][CH2:3][CH2:4][CH2:5][CH2:6][CH2:7][CH3:8].C=O.C([O-])(O)=O.[Na+]>C(O)=O>[ClH:15].[ClH:15].[C:1]([C:9]1[CH:10]=[C:11]([O:16][CH2:17][C@H:18]2[CH2:22][CH2:21][CH2:20][N:19]2[CH3:23])[CH:12]=[N:13][C:14]=1[Cl:15])#[C:2][CH2:3][CH2:4][CH2:5][CH2:6][CH2:7][CH3:8] |f:2.3,5.6.7|. Reported procedure: To 5-(1-octynyl)-6-chloro-3-(1-BOC-2-(R)-pyrrolidinylmethoxy)pyridine from Example 79a (330 mg, 0.78 mmol) was added formalin (37%, 9 mL) and formic acid (4.5 mL), and the mixture was heated at 70° C. for 2 hours. The solvent was concentrated,and solid NaHCO3 was added to the residue. At pH 8 the mixture was extracted with methylene chloride, which was dried over MgSO4 and concentrated. The residue was chromatographed on a silica gel column, eluting with methylene chloride:methanol 100:1-100:3 t... The reactants are N1(CCCCCC1)CCN1CCC(CC1)NC(=O)C=1NC2=CC=CC(=C2C1)OC1=CC=C(C=C1)C (4-p-Tolyloxy-1H-indole-2-carboxylic acid [1-(2-azepan-1-yl-ethyl)piperidin-4-yl]-amide), NC1CCN(CC1)CC1=CC=CC=C1 (4-amino-N-benzylpiperidine), CN(C)C(=[N+](C)C)ON1C2=C(C=CC=C2)N=N1.[B-](F)(F)(F)F (TBTU), C(C)N(C(C)C)C(C)C (ethyldiisopropylamine). The solvent is CN(C)C=O (DMF). Reaction conditions: time 2 hour. Yields the product C(C1=CC=CC=C1)N1CCC(CC1)NC(=O)C=1NC2=CC=CC(=C2C1)OC1=CC=C(C=C1)C (4-p-tolyloxy-1H-indole-2-carboxylic acid (1-benzyl-piperidin-4-yl)-amide). RXN SMILES: N1(C[CH2:9][N:10]2[CH2:15][CH2:14][CH:13]([NH:16][C:17]([C:19]3[NH:20][C:21]4[C:26]([CH:27]=3)=[C:25]([O:28][C:29]3[CH:34]=[CH:33][C:32]([CH3:35])=[CH:31][CH:30]=3)[CH:24]=[CH:23][CH:22]=4)=[O:18])[CH2:12][CH2:11]2)CCCCCC1.NC1CCN(C[C:44]2[CH:49]=[CH:48][CH:47]=[CH:46][CH:45]=2)CC1.CN(C(ON1N=NC2C=CC=CC1=2)=[N+](C)C)C.[B-](F)(F)(F)F.C(N(C(C)C)C(C)C)C>CN(C=O)C>[CH2:9]([N:10]1[CH2:15][CH2:14][CH:13]([NH:16][C:17]([C:19]2[NH:20][C:21]3[C:26]([CH:27]=2)=[C:25]([O:28][C:29]2[CH:34]=[CH:33][C:32]([CH3:35])=[CH:31][CH:30]=2)[CH:24]=[CH:23][CH:22]=3)=[O:18])[CH2:12][CH2:11]1)[C:44]1[CH:49]=[CH:48][CH:47]=[CH:46][CH:45]=1 |f:2.3|. Reported procedure: 4-p-tolyloxy-1H-indole-2-carboxylic acid (137) (850 mg, 3.2 mmol) and 4-amino-N-benzylpiperidine (605 mg, 3.2 mmol) are dissolved in 5 ml of DMF and after addition of TBTU (1.2 g, 3.5 mmol) and ethyldiisopropylamine (2.2 ml, 12.8 mmol) the mixture is stirred at room temperature for 2 h. Then the mixture is evaporated at high vacuum. The residue is dissolved in ethyl acetate and washed with saturated NaHCO3-solution and brine. The organic layers are dried over Na2SO4, filtrated and evaporated und... Starting materials: ClC1=C(OC/C=C(/C(=O)OC)\C)C=CC(=C1)Cl (methyl (E)-4(2,4-dichlorophenoxy)-2-methyl-2-buten-1-oate), [OH-].[K+] (potassium hydroxide). Solvent: O1C(CCC1)CO (tetrahydrofuran-methanol). Yields the product ClC1=C(OC/C=C(/C(=O)O)\C)C=CC(=C1)Cl ((E)-4(2,4-Dichlorophenoxy)-2-methyl-2-buten-1-oic acid). As a reaction SMILES: [OH-].[K+].[Cl:3][C:4]1[CH:18]=[C:17]([Cl:19])[CH:16]=[CH:15][C:5]=1[O:6][CH2:7]/[CH:8]=[C:9](\[CH3:14])/[C:10]([O:12]C)=[O:11]>O1CCCC1CO>[Cl:3][C:4]1[CH:18]=[C:17]([Cl:19])[CH:16]=[CH:15][C:5]=1[O:6][CH2:7]/[CH:8]=[C:9](\[CH3:14])/[C:10]([OH:12])=[O:11] |f:0.1|. Procedure: In 20 ml of a 1:1 tetrahydrofuran-methanol mixture 0.38 g methyl (E)-4(2,4-dichlorophenoxy)-2-methyl-2-buten-1-oate is dissolved and the solution stirred under nitrogen as a 20% aqueous potassium hydroxide solution is added dropwise. The solution is then heated at reflux for about 2 hours before being evaporated to dryness. The residue is taken up in 20 ml water and filtered to remove the very small amount of insoluble material and is then acidified with dropwise addition of dilute aqueous HCl. ... The reactants are ClCC(C=CC1=CC=C(C=C1)[N+](=O)[O-])=O (1-chloro-4-(4-nitrophenyl)-2-oxo-3-butene), COC(=S)NN (hydrazinecarbothioic acid O-methylester). Solvent: C(C)#N (acetonitrile). The product is [N+](=O)([O-])C1=CC=C(C=C1)C=CC1NNC(SC1)=O (5-[2-(4-nitrophenyl)ethenyl]-5,6-dihydro-1,3,4-thiadiazin2(3H)one). Reaction SMILES: Cl[CH2:2][C:3](=O)[CH:4]=[CH:5][C:6]1[CH:11]=[CH:10][C:9]([N+:12]([O-:14])=[O:13])=[CH:8][CH:7]=1.C[O:17][C:18]([NH:20][NH2:21])=[S:19]>C(#N)C>[N+:12]([C:9]1[CH:10]=[CH:11][C:6]([CH:5]=[CH:4][CH:3]2[CH2:2][S:19][C:18](=[O:17])[NH:20][NH:21]2)=[CH:7][CH:8]=1)([O-:14])=[O:13]. Procedure: A solution containing 11.2 g of 1-chloro-4-(4-nitrophenyl)-2-oxo-3-butene (J. Org. Chem. 28, 2446, 1963) and 6.8 g of hydrazinecarbothioic acid O-methylester in 200 ml of acetonitrile was refluxed for 3 h. The crystals were filtered and washed with acetonitrile and ether. Yield 7.7 g (59%), mp. 231°-240° C. The reactants are N(N)C1=C2C(=NC=C1C(=O)OCC)N(N=C2)CC2=CC=CO2 (4-hydrazino-1-furfurylpyrazolo-[3,4-b]pyridine-5-carboxylic acid, ethyl ester), C1(=CC=CC=C1)O (phenol), C(C)N1N=CC=2C1=NC=C(C2NN)C(=O)OCC (1-ethyl-4-hydrazino-1H-pyrazolo[3,4-b]pyridine-5-carboxylic acid, ethyl ester), C(C1=CC=CO1)N1N=CC2=C1N=CC=1C(NC=3N(C12)N=CN3)=O (8-furfuryl-4H-pyrazolo-[4',3':5,6]pyrido[3,4-e][1,2,4]triazolo[1,5-a]pyrimidin-5(8H)-one). Run in C(C)O (ethanol). The product is C(C1=CC=CO1)N1N=CC2=C1N=CC=1C(=NC=3N(C12)N=CN3)OC3=CC=CC=C3 (8-furfuryl-5-phenyloxy-8H-pyrazolo[4',3':5,6]pyrido[3,4-e][1,2,4]triazolo-[1,5-a]pyrimidine). As a reaction SMILES: N(C1C(C(OCC)=O)=CN=C2N(CC3OC=CC=3)N=CC=12)N.C(N1C2=NC=C(C(OCC)=O)C(NN)=C2C=N1)C.[CH2:41]([N:47]1[C:51]2[N:52]=[CH:53][C:54]3[C:55](=[O:63])[NH:56][C:57]4[N:58]([N:60]=[CH:61][N:62]=4)[C:59]=3[C:50]=2[CH:49]=[N:48]1)[C:42]1[O:46][CH:45]=[CH:44][CH:43]=1.[C:64]1(O)[CH:69]=[CH:68][CH:67]=[CH:66][CH:65]=1>C(O)C>[CH2:41]([N:47]1[C:51]2[N:52]=[CH:53][C:54]3[C:55]([O:63][C:64]4[CH:69]=[CH:68][CH:67]=[CH:66][CH:65]=4)=[N:56][C:57]4[N:58]([N:60]=[CH:61][N:62]=4)[C:59]=3[C:50]=2[CH:49]=[N:48]1)[C:42]1[O:46][CH:45]=[CH:44][CH:43]=1. Procedure: By substituting 4-hydrazino-1-furfurylpyrazolo-[3,4-b]pyridine-5-carboxylic acid, ethyl ester for the 1-ethyl-4-hydrazino-1H-pyrazolo[3,4-b]pyridine-5-carboxylic acid, ethyl ester in Example 1 a, 8-furfuryl-4H-pyrazolo-[4',3':5,6]pyrido[3,4-e][1,2,4]triazolo[1,5-a]pyrimidin-5(8H)-one is obtained. This compound is now processed as in Example 1 b and then as in Example 4, substituting phenol for the ethanol to obtain 8-furfuryl-5-phenyloxy-8H-pyrazolo[4',3':5,6]pyrido[3,4-e][1,2,4]triazolo-[1,5-a]... Product: CN1C(=NN=C1C1=C(C=CC=C1)C)C1(CCCC1)NC(=O)NC1=CC=CC=C1 (1-{1-[4-methyl-5-(2-methylphenyl)-1,2,4-triazol-3-yl]cyclopentyl}-3-phenylurea). Run at time 90 minute. Reactants: C(C)(C)N(CC)C(C)C (diisopropylethylamine), C1(=CC=CC=C1)N=C=O (phenyl isocyanate), CN1C(=NN=C1C1=C(C=CC=C1)C)C1(CCCC1)N (1-[4-Methyl-5-(2-methylphenyl)-1,2,4-triazol-3-yl]cyclopentanamine). Procedure: 1-[4-Methyl-5-(2-methylphenyl)-1,2,4-triazol-3-yl]cyclopentanamine (263 mg) was dissolved in chloroform (5 ml) and then diisopropylethylamine (1.7 ml) and phenyl isocyanate (0.43 ml) were added thereto, followed by stirring at room temperature for 90 minutes. The reaction solution was diluted with a saturated aqueous sodium bicarbonate solution, followed by extraction with chloroform (10 ml×2). The organic layer was dried over anhydrous sodium sulfate and filtered and then the solvent was remove... RXN SMILES: [CH3:1][N:2]1[C:6]([C:7]2[CH:12]=[CH:11][CH:10]=[CH:9][C:8]=2[CH3:13])=[N:5][N:4]=[C:3]1[C:14]1([NH2:19])[CH2:18][CH2:17][CH2:16][CH2:15]1.C(N(C(C)C)CC)(C)C.[C:29]1([N:35]=[C:36]=[O:37])[CH:34]=[CH:33][CH:32]=[CH:31][CH:30]=1>C(Cl)(Cl)Cl.C(=O)(O)[O-].[Na+]>[CH3:1][N:2]1[C:6]([C:7]2[CH:12]=[CH:11][CH:10]=[CH:9][C:8]=2[CH3:13])=[N:5][N:4]=[C:3]1[C:14]1([NH:19][C:36]([NH:35][C:29]2[CH:34]=[CH:33][CH:32]=[CH:31][CH:30]=2)=[O:37])[CH2:15][CH2:16][CH2:17][CH2:18]1 |f:4.5|. The solvent is C([O-])(O)=O.[Na+] (sodium bicarbonate), C(Cl)(Cl)Cl (chloroform).